This data is from the Open Reaction Database (ORD), a public repository of structured organic reaction records. The task is: describe an organic reaction: reactants, conditions, products, and yield Starting materials: CCN(C(C)C)C(C)C (DIPEA), C(C)(=O)O (acetic acid), C(C)(=O)O[BH-](OC(C)=O)OC(C)=O.[Na+] (sodium triacetoxyborohydride), N[C@H]1[C@@H]([C@@H](CC1)O)O ((1R,2S,3R)-3-aminocyclopentane-1,2-diol), CC1(C=2C=CC(=CC2C(CC1)(C)C)C1=CC=CC(=N1)N1CCC(CC1)=O)C (6′-(5,5,8,8-tetramethyl-5,6,7,8-tetrahydronaphthalen-2-yl)-2,3,5,6-tetrahydro-1,2′-bipyridinyl-4-one), C(O)([O-])=O.[Na+] (sodium hydrogencarbonate). The solvent is CN(C)C=O (DMF), C1CCOC1 (THF). Reaction conditions: time 30 minute. Product: CC1(C=2C=CC(=CC2C(CC1)(C)C)C1=CC=CC(=N1)N1CCC(CC1)N[C@H]1[C@@H]([C@@H](CC1)O)O)C ((1R,2S,3R)-3-[6′-(5,5,8,8-Tetramethyl-5,6,7,8-tetrahydronaphthalen-2-yl)-3,4,5,6-tetrahydro-2H-1,2′-bipyridinyl-4-ylamino]cyclopentane-1,2-diol). Reaction SMILES: [NH2:1][C@@H:2]1[CH2:6][CH2:5][C@@H:4]([OH:7])[C@H:3]1[OH:8].CCN(C(C)C)C(C)C.[CH3:18][C:19]1([CH3:44])[CH2:28][CH2:27][C:26]([CH3:30])([CH3:29])[C:25]2[CH:24]=[C:23]([C:31]3[N:36]=[C:35]([N:37]4[CH2:42][CH2:41][C:40](=O)[CH2:39][CH2:38]4)[CH:34]=[CH:33][CH:32]=3)[CH:22]=[CH:21][C:20]1=2.C(O)(=O)C.C(O[BH-](OC(=O)C)OC(=O)C)(=O)C.[Na+].C(=O)([O-])O.[Na+]>C1COCC1.CN(C=O)C>[CH3:18][C:19]1([CH3:44])[CH2:28][CH2:27][C:26]([CH3:29])([CH3:30])[C:25]2[CH:24]=[C:23]([C:31]3[N:36]=[C:35]([N:37]4[CH2:42][CH2:41][CH:40]([NH:1][C@@H:2]5[CH2:6][CH2:5][C@@H:4]([OH:7])[C@H:3]5[OH:8])[CH2:39][CH2:38]4)[CH:34]=[CH:33][CH:32]=3)[CH:22]=[CH:21][C:20]1=2 |f:4.5,6.7|. Procedure details: 31 mg (0.199 mmol) of (1R,2S,3R)-3-aminocyclopentane-1,2-diol are dissolved in 3.5 ml of THF and 2 ml of DMF, and 33.8 μl of DIPEA are added. 80 mg (0.199 mmol) of 6′-(5,5,8,8-tetramethyl-5,6,7,8-tetrahydronaphthalen-2-yl)-2,3,5,6-tetrahydro-1,2′-bipyridinyl-4-one are added. The mixture is stirred at room temperature for 30 min, 23 μl (0.398 mmol) of glacial acetic acid are added, and the mixture is stirred for a further 10 min. 89 mg (0.398 mmol) of sodium triacetoxyborohydride are subsequently... Product: FC(S(=O)(=O)NCCCCCN1CC2=CN=C3C=CC=C(C1)N32)(F)F (4,5-dihydro-4-[5-(trifluoromethane-sulfonamido)pentan-1-yl]-3H-1,4,8b-triazaacenaphthylene). Procedure details: To a solution of 2.52 g (6.91 mmol) of 5-[N-[5-(trifluoromethanesulfonamido)pentan-1-yl]aminomethyl] imidazo[1,2-a]pyridine in 8 ml of acetic acid was added 7.8 ml (103.7 mmol) of a 37% aqueous solution of formalin. The mixture was heated at 100° C. for 30 minutes. The solvent was then distilled off under reduced pressure. The residue was dissolved in 50 ml of a saturated aqueous solution of potassium carbonate. This solution was neutralized, under ice-cooling, with 1N HCl, which was extracted t... Run in C(C)(=O)O (acetic acid). Conditions: temperature 100 celsius. Reaction SMILES: [F:1][C:2]([F:24])([F:23])[S:3]([NH:6][CH2:7][CH2:8][CH2:9][CH2:10][CH2:11][NH:12][CH2:13][C:14]1[N:19]2[CH:20]=[CH:21][N:22]=[C:18]2[CH:17]=[CH:16][CH:15]=1)(=[O:5])=[O:4].[CH2:25]=O>C(O)(=O)C>[F:24][C:2]([F:1])([F:23])[S:3]([NH:6][CH2:7][CH2:8][CH2:9][CH2:10][CH2:11][N:12]1[CH2:13][C:14]2[N:19]3[C:20](=[CH:21][N:22]=[C:18]3[CH:17]=[CH:16][CH:15]=2)[CH2:25]1)(=[O:5])=[O:4]. Reactants: FC(S(=O)(=O)NCCCCCNCC1=CC=CC=2N1C=CN2)(F)F (5-[N-[5-(trifluoromethanesulfonamido)pentan-1-yl]aminomethyl] imidazo[1,2-a]pyridine), aqueous solution, C=O (formalin). Yield: 69.0%. The reactants are [H-].[Al+3].[Li+].[H-].[H-].[H-] (lithium aluminium hydride), S1C(=CC=C1)C=1OC2=C(N1)C=CC(=C2)C(=O)OC (methyl 2-thiophen-2-yl-benzoxazole-6-carboxylate), C(=O)=O.CC(=O)C (dry ice acetone), [OH-].[Na+] (sodium hydroxide), S(=O)(=O)([O-])[O-].[Mg+2] (magnesium sulphate). Solvent: C1CCOC1 (THF), O (water), C1CCOC1 (THF), O (water), C1CCOC1 (THF). Run at temperature 0 celsius, time 30 minute. The product is S1C(=CC=C1)C=1OC2=C(N1)C=CC(=C2)CO ((2-thiophen-2-yl-benzoxazol-6-yl)methanol). As a reaction SMILES: [S:1]1[CH:5]=[CH:4][CH:3]=[C:2]1[C:6]1[O:7][C:8]2[CH:14]=[C:13]([C:15](OC)=[O:16])[CH:12]=[CH:11][C:9]=2[N:10]=1.C(=O)=O.CC(C)=O.[H-].[Al+3].[Li+].[H-].[H-].[H-].[OH-].[Na+].S([O-])([O-])(=O)=O.[Mg+2]>C1COCC1.O>[S:1]1[CH:5]=[CH:4][CH:3]=[C:2]1[C:6]1[O:7][C:8]2[CH:14]=[C:13]([CH2:15][OH:16])[CH:12]=[CH:11][C:9]=2[N:10]=1 |f:1.2,3.4.5.6.7.8,9.10,11.12|. Procedure details: 6.1 g (23.53 mmol) methyl 2-thiophen-2-yl-benzoxazole-6-carboxylate are dissolved in 300 ml THF and cooled with dry ice/acetone, then 40 ml (40.00 mmol) of 1M lithium aluminium hydride dissolved in THF are slowly added dropwise. The mixture is stirred for 30 min at 0° C., then 4 ml of water dissolved in 20 ml THF are added dropwise, followed by 4 ml of 4N sodium hydroxide solution and another 4 ml of water. The resulting suspension is mixed with magnesium sulphate and filtered through kieselguhr... The reactants are FC=1C=C(C(=O)CNC2=C(C=CC(=C2)OC)C2CC=3C=CC(=CC3CC2)OC(C(C)(C)C)=O)C=CC1O (pivalic acid 6-{2-[(3-fluoro-4-hydroxybenzoyl)methylamino]-4-methoxyphenyl}-5,6,7,8-tetrahydronaphthalen-2-yl ester), N1(CCC1)C(CCl)=O (1-azetidin-1-yl-2-chloroethanone). Yields the product N1(CCC1)CCOC1=C(C=C(CCNC2=C(C=CC(=C2)OC)C2CC=3C=CC(=CC3CC2)O)C=C1)F (6-{2-{[4-(2-Azetidin-1-ylethoxy)-3-fluorobenzyl]methylamino}-4-methoxyphenyl}-5,6,7,8-tetrahydronaphthalen-2-ol). Yield: 39.7%. RXN SMILES: [F:1][C:2]1[CH:3]=[C:4]([CH:34]=[CH:35][C:36]=1[OH:37])[C:5]([CH2:7][NH:8][C:9]1[CH:14]=[C:13]([O:15][CH3:16])[CH:12]=[CH:11][C:10]=1[CH:17]1[CH2:26][CH2:25][C:24]2[CH:23]=[C:22]([O:27]C(=O)C(C)(C)C)[CH:21]=[CH:20][C:19]=2[CH2:18]1)=O.[N:38]1([C:42](=O)[CH2:43]Cl)[CH2:41][CH2:40][CH2:39]1>>[N:38]1([CH2:42][CH2:43][O:37][C:36]2[CH:35]=[CH:34][C:4]([CH2:5][CH2:7][NH:8][C:9]3[CH:14]=[C:13]([O:15][CH3:16])[CH:12]=[CH:11][C:10]=3[CH:17]3[CH2:26][CH2:25][C:24]4[CH:23]=[C:22]([OH:27])[CH:21]=[CH:20][C:19]=4[CH2:18]3)=[CH:3][C:2]=2[F:1])[CH2:41][CH2:40][CH2:39]1. Reported procedure: Synthesized from pivalic acid 6-{2-[(3-fluoro-4-hydroxybenzoyl)methylamino]-4-methoxyphenyl}-5,6,7,8-tetrahydronaphthalen-2-yl ester (20 mg) and 1-azetidin-1-yl-2-chloroethanone (11 mg) according to an analogous synthetic method to Example 404 and purified by LC-MS, the title compound (7.7 mg) was obtained. The reactants are O=C(O)c1c(C(F)(F)F)[nH]c2ccc(C(F)(F)F)cc12, O=S(Cl)Cl. Product: O=C(Cl)c1c(C(F)(F)F)[nH]c2ccc(C(F)(F)F)cc12. Reaction SMILES: [F:1][C:2]([c:3]1[nH:4][c:5]2[cH:6][cH:7][c:8]([C:15]([F:16])([F:17])[F:18])[cH:9][c:10]2[c:11]1[C:12](=[O:13])[OH:14])([F:19])[F:20].[S:21]([Cl:22])([Cl:23])=[O:24]>>[F:1][C:2]([c:3]1[nH:4][c:5]2[cH:6][cH:7][c:8]([C:15]([F:16])([F:17])[F:18])[cH:9][c:10]2[c:11]1[C:12](=[O:13])[Cl:23])([F:19])[F:20].